This data is from the Open Reaction Database (ORD), a public repository of structured organic reaction records. The task is: describe an organic reaction: reactants, conditions, products, and yield Reactants: Br.C(C)(=O)O[C@@H]1[C@H](O[C@@H]([C@H]([C@@H]1OC(C)=O)OC(C)=O)COC(C)=O)SC(N)=N (2-S-(2,3,4,6-tetra-O-acetyl-α-D-mannopyranosyl)-2-thiopseudourea hydrobromide), ICCC(=O)O (3-iodopropionic acid), C([O-])([O-])=O.[K+].[K+] (potassium carbonate), S(=O)(=O)([O-])S(=O)[O-].[K+].[K+] (potassium metabisulfite), Cl (Hydrochloric acid). Run in CC(=O)C (acetone), O (water), C(Cl)(Cl)Cl (chloroform). Run at time 45 minute. The product is C(C)(=O)O[C@@H]1[C@@H](SCCC(=O)O)O[C@@H]([C@H]([C@@H]1OC(C)=O)OC(C)=O)COC(C)=O (2-Carboxyethyl 2,3,4,6-tetra-O-acetyl-1-thio-α-D-mannopyranoside). Isolated yield 99.1%. As a reaction SMILES: Br.[C:2]([O:5][C@H:6]1[C@@H:11]([O:12][C:13](=[O:15])[CH3:14])[C@H:10]([O:16][C:17](=[O:19])[CH3:18])[C@@H:9]([CH2:20][O:21][C:22](=[O:24])[CH3:23])[O:8][C@@H:7]1[S:25][C:26](=N)N)(=[O:4])[CH3:3].IC[CH2:31][C:32]([OH:34])=[O:33].C(=O)([O-])[O-].[K+].[K+].S(S([O-])=O)([O-])(=O)=O.[K+].[K+].Cl>CC(C)=O.O.C(Cl)(Cl)Cl>[C:2]([O:5][C@H:6]1[C@@H:11]([O:12][C:13](=[O:15])[CH3:14])[C@H:10]([O:16][C:17](=[O:19])[CH3:18])[C@@H:9]([CH2:20][O:21][C:22](=[O:24])[CH3:23])[O:8][C@@H:7]1[S:25][CH2:26][CH2:31][C:32]([OH:34])=[O:33])(=[O:4])[CH3:3] |f:0.1,3.4.5,6.7.8|. Procedure: A mixture of 2-S-(2,3,4,6-tetra-O-acetyl-α-D-mannopyranosyl)-2-thiopseudourea hydrobromide (1) (90 g, 0.185 mol), freshly crystallized 3-iodopropionic acid (37 g, 0.199 mol), potassium carbonate (29.6 g, 0.215 mol), and potassium metabisulfite (37 g, 0.167 mol) in acetone (150 ml) and water (150 ml) is stirred for 45 minutes at room temperature. Hydrochloric acid (5%, 700 ml) and chloroform (700 ml) are added to the mixture. The organic layer is separated and washed with water, dried, and evapor... Starting materials: COC1=C(C(=CC=C1)OC)C(O)C1=C(C=CC=C1OC)OC (bis(2,6-dimethoxyphenyl)methanol), O.C1(=CC=C(C=C1)S(=O)(=O)O)C (p-toluenesulfonic acid monohydrate), COC1=C(C(=CC=C1)OC)CC1=C(C=CC=C1OC)OC (bis(2,6-dimethoxyphenyl)methane). Reaction conditions: time 1 hour. Procedure: To a solution of bis(2,6-dimethoxyphenyl)methanol (1.52 g, 0.005 mol) in acetonitrile (50 mL) at room temperature was added p-toluenesulfonic acid monohydrate (0.95 g, 0.005 mol). To the resulting deep red solution was added bis(2,6-dimethoxyphenyl)methane (1.44 g, 0.005 mol). The reaction mixture decolored within about one hour and was stirred for an additional 17 hours. The reaction was quenched by the addition of water (10 mL), extracted with dichloromethane and dried over anhydrous magnesium... Yields the product COC1=C(C(=CC=C1)OC)C(C(C1=C(C=CC=C1OC)OC)C1=C(C=CC=C1OC)OC)C1=C(C=CC=C1OC)OC (1,1,2,2-tetrakis(2′,6′-dimethoxyphenyl)ethane). Run in C(C)#N (acetonitrile). Reaction SMILES: [CH3:1][O:2][C:3]1[CH:8]=[CH:7][CH:6]=[C:5]([O:9][CH3:10])[C:4]=1[CH:11]([C:13]1[C:18]([O:19][CH3:20])=[CH:17][CH:16]=[CH:15][C:14]=1[O:21][CH3:22])O.O.C1(C)C=CC(S(O)(=O)=O)=CC=1.[CH3:35][O:36][C:37]1[CH:42]=[CH:41][CH:40]=[C:39]([O:43][CH3:44])[C:38]=1[CH2:45][C:46]1[C:51]([O:52][CH3:53])=[CH:50][CH:49]=[CH:48][C:47]=1[O:54][CH3:55]>C(#N)C>[CH3:1][O:2][C:3]1[CH:8]=[CH:7][CH:6]=[C:5]([O:9][CH3:10])[C:4]=1[CH:11]([C:13]1[C:18]([O:19][CH3:20])=[CH:17][CH:16]=[CH:15][C:14]=1[O:21][CH3:22])[CH:45]([C:38]1[C:39]([O:43][CH3:44])=[CH:40][CH:41]=[CH:42][C:37]=1[O:36][CH3:35])[C:46]1[C:51]([O:52][CH3:53])=[CH:50][CH:49]=[CH:48][C:47]=1[O:54][CH3:55] |f:1.2|. Reaction SMILES: [C:19]([CH2:20][CH2:21][c:22]1[cH:23][cH:24][cH:25][cH:26][cH:27]1)(=[O:28])[Cl:29].[CH2:14]([Li:15])[CH2:16][CH2:17][CH3:18].[CH2:30]1[O:31][CH2:32][CH2:33][CH2:34]1.[c:1]1([CH:7]2[NH:8][C:9](=[O:13])[O:10][CH:11]2[CH3:12])[cH:2][cH:3][cH:4][cH:5][cH:6]1>>[c:1]1([CH:7]2[N:8]([C:19]([CH2:20][CH2:21][c:22]3[cH:23][cH:24][cH:25][cH:26][cH:27]3)=[O:28])[C:9](=[O:13])[O:10][CH:11]2[CH3:12])[cH:2][cH:3][cH:4][cH:5][cH:6]1. Product: CC1OC(=O)N(C(=O)CCc2ccccc2)C1c1ccccc1. Reactants: O=C(Cl)CCc1ccccc1, [Li]CCCC, C1CCOC1, CC1OC(=O)NC1c1ccccc1. The reactants are C1(=CC=CC=C1)C (toluene), C(=O)([O-])[O-].[K+].[K+] (K2CO3), compound, C1CCOC1 (THF), S(C)C (Me2S). Run in O (water), O (water). Reaction conditions: time 2 hour. Yields the product C1(CC1)COCCC1=CC=C(C=C1)CO ({4-[2-(Cyclopropylmethoxy)ethyl]phenyl}methanol). Isolated yield 67.0%. RXN SMILES: S(C)[CH3:2].[C:4]1([CH3:10])[CH:9]=[CH:8][CH:7]=[CH:6][CH:5]=1.[C:11]([O-:14])([O-])=O.[K+].[K+].[CH2:17]1[CH2:21][O:20][CH2:19][CH2:18]1>O>[CH:17]1([CH2:21][O:20][CH2:19][CH2:10][C:4]2[CH:9]=[CH:8][C:7]([CH2:11][OH:14])=[CH:6][CH:5]=2)[CH2:18][CH2:2]1 |f:2.3.4|. Reported procedure: To a solution under nitrogen of 410 mg (1.9 mmol) of the compound prepared in Example 1b, in 100 ml of THF, are added 1.024 ml (2 mmol) of BH3.Me2S (2 M solution in toluene). After stirring for two hours at room temperature, 39.5 ml of water, 89.5 ml of toluene and 283 mg (1.1 equivalents) of K2CO3 dissolved in 39.5 ml of water are added. After separation of the phases by settling, the organic phase is recovered and the aqueous phase is extracted with 80 ml of toluene. The combined organic phase... Starting materials: COC(CC1=CN(C2=CC(=CC=C12)N1CCOCC1)C)=O ((1-Methyl-6-morpholin-4-yl-1H-indol-3-yl)-acetic acid methyl ester), [NH4+].[OH-] (NH4OH), [NH4+].[OH-] (NH4OH). Conditions: time 24 hour. Product: CN1C=C(C2=CC=C(C=C12)N1CCOCC1)CC(=O)N ((1-methyl-6-morpholin-4-yl-1H-indol-3-yl)acetamide). Isolated yield 94.0%. Reaction SMILES: C[O:2][C:3](=O)[CH2:4][C:5]1[C:13]2[C:8](=[CH:9][C:10]([N:14]3[CH2:19][CH2:18][O:17][CH2:16][CH2:15]3)=[CH:11][CH:12]=2)[N:7]([CH3:20])[CH:6]=1.[NH4+:22].[OH-]>>[CH3:20][N:7]1[C:8]2[C:13](=[CH:12][CH:11]=[C:10]([N:14]3[CH2:19][CH2:18][O:17][CH2:16][CH2:15]3)[CH:9]=2)[C:5]([CH2:4][C:3]([NH2:22])=[O:2])=[CH:6]1 |f:1.2|. Procedure: (1-Methyl-6-morpholin-4-yl-1H-indol-3-yl)-acetic acid methyl ester (2.67 g, 9.26 mmol) was suspended in concentrated NH4OH (20 mL) in a 100 mL flask, sealed and stirred for 24 h. The mixture was transferred into a 500 mL flask and more NH4OH (80 mL) was added. The flask was again sealed and stirring was continued for another 24 h. The volatiles were removed under reduced pressure. (1-methyl-6-morpholin-4-yl-1H-indol-3-yl)acetamide (2.39 g, 94%) was obtained after lyophilization. Reaction conditions: temperature 90 celsius. The solvent is C1(=CC=CC=C1)C (toluene), C1(=CC=CC=C1)C (toluene). Reactants: ClC1=CC=C(C=C1)C(C(=O)NCCC1=CC(=C(C=C1)O)OC)OCC#C (2-(4-Chloro-phenyl)-N-[2-(4-hydroxy-3-methoxy-phenyl)-ethyl]-2-prop-2-ynyloxyacetamide), C([O-])([O-])=O.[K+].[K+] (potassium carbonate), ClC1=CC=C(C=C1)C(C(=O)NCCC1=CC(=C(C=C1)O)OC)OCC#C (2-(4-Chloro-phenyl)-N-[2-(4-hydroxy-3-methoxy-phenyl)-ethyl]-2-prop-2-ynyloxyacetamide), salts, O (water), C(C#C)Cl (propargyl chloride), solution. Product: ClC1=CC=C(C=C1)C(C(=O)NCCC1=CC(=C(C=C1)OCC#C)OC)OCC#C (2-(4-Chloro-phenyl)-N-[2-(3-methoxy-4-prop-2-ynyloxy-phenyl)-ethyl]-2-prop-2-ynyloxyacetamide). Reagents/catalysts: [Br-].C(CCC)[N+](CCCC)(CCCC)CCCC (tetrabutylammonium bromide). The yield is 76.5%. Reaction SMILES: [Cl:1][C:2]1[CH:7]=[CH:6][C:5]([CH:8]([O:23][CH2:24][C:25]#[CH:26])[C:9]([NH:11][CH2:12][CH2:13][C:14]2[CH:19]=[CH:18][C:17]([OH:20])=[C:16]([O:21][CH3:22])[CH:15]=2)=[O:10])=[CH:4][CH:3]=1.C(=O)([O-])[O-].[K+].[K+].[CH2:33](Cl)[C:34]#[CH:35].O>C1(C)C=CC=CC=1.[Br-].C([N+](CCCC)(CCCC)CCCC)CCC>[Cl:1][C:2]1[CH:3]=[CH:4][C:5]([CH:8]([O:23][CH2:24][C:25]#[CH:26])[C:9]([NH:11][CH2:12][CH2:13][C:14]2[CH:19]=[CH:18][C:17]([O:20][CH2:35][C:34]#[CH:33])=[C:16]([O:21][CH3:22])[CH:15]=2)=[O:10])=[CH:6][CH:7]=1 |f:1.2.3,7.8|. Reported procedure: To a solution of 1 mol 2-(4-Chloro-phenyl)-N-[2-(4-hydroxy-3-methoxy-phenyl)-ethyl]-2-prop-2-ynyloxyacetamide in 500 ml toluene, 207 g potassium carbonate (1.5 mole) and 10 g tetrabutylammonium bromide are added. The mixture is heated to 90° C. and 1.4 mole propargyl chloride as a 35% solution in toluene is added over 30 minutes. After 3 hours the conversion of 2-(4-Chloro-phenyl)-N-[2-(4-hydroxy-3-methoxy-phenyl)-ethyl]-2-prop-2-ynyloxyacetamide is complete. To dissolve the salts 500 ml water a... The reactants are O=C(Nc1ccc(Oc2ccnc3[nH]cc(Cl)c23)c(F)c1)C(F)(F)F, [Na+], C1CCOC1, [OH-]. Product: Nc1ccc(Oc2ccnc3[nH]cc(Cl)c23)c(F)c1. RXN SMILES: [Cl:3][c:4]1[cH:5][nH:6][c:7]2[n:8][cH:9][cH:10][c:11]([O:13][c:14]3[c:15]([F:27])[cH:16][c:17]([NH:20][C:21](=[O:22])[C:23]([F:24])([F:25])[F:26])[cH:18][cH:19]3)[c:12]12.[Na+:2].[O:28]1[CH2:29][CH2:30][CH2:31][CH2:32]1.[OH-:1]>>[Cl:3][c:4]1[cH:5][nH:6][c:7]2[n:8][cH:9][cH:10][c:11]([O:13][c:14]3[c:15]([F:27])[cH:16][c:17]([NH2:20])[cH:18][cH:19]3)[c:12]12. Starting materials: COc1ccc2c(c1)CCC1C2CCC2CCCC21, Oc1ccc2c(c1)CCC1C2CCC2CCCC21. Product: COc1ccc2c(c1)CCC1C2CCC2C(=O)CCC21. As a reaction SMILES: [CH3:19][O:20][c:21]1[cH:22][c:23]2[c:35]([cH:36][cH:37]1)[CH:27]1[CH:26]([CH2:25][CH2:24]2)[CH:34]2[CH:30]([CH2:29][CH2:28]1)[CH2:31][CH2:32][CH2:33]2.[OH:1][c:2]1[cH:3][cH:4][c:5]2[c:14]([cH:15]1)[CH2:13][CH2:12][CH:11]1[CH:6]2[CH2:7][CH2:8][CH:9]2[CH:10]1[CH2:16][CH2:17][CH2:18]2>>[O:1]=[C:31]1[CH:30]2[CH2:29][CH2:28][CH:27]3[CH:26]([CH2:25][CH2:24][c:23]4[cH:22][c:21]([O:20][CH3:19])[cH:37][cH:36][c:35]43)[CH:34]2[CH2:33][CH2:32]1.